From a dataset of the Open Reaction Database (ORD), a public repository of structured organic reaction records. describe an organic reaction: reactants, conditions, products, and yield The reactants are CSC (DMS), C(C)(C)(C)OC(=O)N1C(CC(C1)OC1=C(C=C(C=C1)F)F)C(=O)O (1-(tert-butoxycarbonyl)-4-(2,4-difluorophenoxy)pyrrolidine-2-carboxylic acid), O (H2O). Solvent: C1CCOC1 (THF). Product: C(C)(C)(C)OC(=O)N1C(CC(C1)OC1=C(C=C(C=C1)F)F)CO (1-(tert-butoxycarbonyl)-4-(2,4-difluorophenoxy)-2-pyrrolidinylmethanol). Yield: 71.9%. Reaction SMILES: [C:1]([O:5][C:6]([N:8]1[CH2:12][CH:11]([O:13][C:14]2[CH:19]=[CH:18][C:17]([F:20])=[CH:16][C:15]=2[F:21])[CH2:10][CH:9]1[C:22](O)=[O:23])=[O:7])([CH3:4])([CH3:3])[CH3:2].CSC.O>C1COCC1>[C:1]([O:5][C:6]([N:8]1[CH2:12][CH:11]([O:13][C:14]2[CH:19]=[CH:18][C:17]([F:20])=[CH:16][C:15]=2[F:21])[CH2:10][CH:9]1[CH2:22][OH:23])=[O:7])([CH3:4])([CH3:3])[CH3:2]. Procedure: To a stirred solution of 1-(tert-butoxycarbonyl)-4-(2,4-difluorophenoxy)pyrrolidine-2-carboxylic acid (2.55 g, 7.43 mmol) in THF (50 ml) was added BH3.DMS (452 ul, 7.43 mmol). The mixture was heated at reflux overnight. After cooling to room temperature, the mixture was concntrated in vacuo and quenced by the addition of H2O (100 ml). The mixture was extracted with CHCl3 (2×200 ml), dried over MgSO4, and evaporated. The residue was chromatographed on silica gel with CHCl3-EtOAc (4:1) as eluent t... Reactants: Cl.NC(CC(=O)OC)C1=CC(=C(C=C1)OC)OCCCC (methyl 3-amino-3-(3-butoxy-4-methoxyphenyl)propionate hydrochloride), C([O-])([O-])=O.[Na+].[Na+] (sodium carbonate), C(=O)(OCC)N1C(C=2C(C1=O)=CC=CC2)=O (N-carbethoxyphthalimide). Run in O (water), C(C)#N (acetonitrile). Run at time 3 hour. Product: C1(C=2C(C(N1C(CC(=O)OC)C1=CC(=C(C=C1)OC)OCCCC)=O)=CC=CC2)=O (methyl 3-phthalimido-3-(3-butoxy-4-methoxyphenyl)propionate). Yield: 89.1%. RXN SMILES: Cl.[NH2:2][CH:3]([C:9]1[CH:14]=[CH:13][C:12]([O:15][CH3:16])=[C:11]([O:17][CH2:18][CH2:19][CH2:20][CH3:21])[CH:10]=1)[CH2:4][C:5]([O:7][CH3:8])=[O:6].C(=O)([O-])[O-].[Na+].[Na+].C(N1[C:37](=[O:38])[C:36]2=[CH:39][CH:40]=[CH:41][CH:42]=[C:35]2[C:34]1=[O:43])(OCC)=O>O.C(#N)C>[C:34]1(=[O:43])[N:2]([CH:3]([C:9]2[CH:14]=[CH:13][C:12]([O:15][CH3:16])=[C:11]([O:17][CH2:18][CH2:19][CH2:20][CH3:21])[CH:10]=2)[CH2:4][C:5]([O:7][CH3:8])=[O:6])[C:37](=[O:38])[C:36]2=[CH:39][CH:40]=[CH:41][CH:42]=[C:35]12 |f:0.1,2.3.4|. Procedure details: To a stirred solution of methyl 3-amino-3-(3-butoxy-4-methoxyphenyl)propionate hydrochloride (0.95 g, 3.0 mmol) and sodium carbonate (0.32 g , 3.0 mmol) in a mixture of water (10 mL) and acetonitrile (10 mL) was added N-carbethoxyphthalimide (0.68 g, 3.0 mmol). The resulting solution was stirred for 3 hours at room temperature. The acetonitrile was removed in vacuo. To the resulting mixture was added ether (5 mL) and the mixture was stirred at room temperature overnight allowing the ether to eva... The reactants are CC(C)C(=O)Cl, COC(=O)c1c(CN)c(=O)c2ccc(Cl)cc2n1-c1ccccc1, Cl. Yields the product COC(=O)c1c(CNC(=O)C(C)C)c(=O)c2ccc(Cl)cc2n1-c1ccccc1. RXN SMILES: [C:26]([CH:27]([CH3:28])[CH3:29])(=[O:30])[Cl:31].[CH3:2][O:3][C:4](=[O:5])[c:6]1[n:7](-[c:20]2[cH:21][cH:22][cH:23][cH:24][cH:25]2)[c:8]2[cH:9][c:10]([Cl:19])[cH:11][cH:12][c:13]2[c:14](=[O:18])[c:15]1[CH2:16][NH2:17].[ClH:1]>>[CH3:2][O:3][C:4](=[O:5])[c:6]1[n:7](-[c:20]2[cH:21][cH:22][cH:23][cH:24][cH:25]2)[c:8]2[cH:9][c:10]([Cl:19])[cH:11][cH:12][c:13]2[c:14](=[O:18])[c:15]1[CH2:16][NH:17][C:26]([CH:27]([CH3:28])[CH3:29])=[O:30]. Starting materials: C(C)(=O)C1=NC=CC(=C1)CCC (2-acetyl-4-propylpyridine), Br.BrCC(=O)C1=NC=CC(=C1)C (2-bromoacetyl-4-methylpyridine hydrobromide). Yields the product Br.BrCC(=O)C1=NC=CC(=C1)CCC (2-Bromoacetyl-4-propylpyridine hydrobromide). RXN SMILES: [C:1]([C:4]1[CH:9]=[C:8]([CH2:10][CH2:11][CH3:12])[CH:7]=[CH:6][N:5]=1)(=[O:3])[CH3:2].[BrH:13].[Br:14]CC(C1C=C(C)C=CN=1)=O>>[BrH:14].[Br:13][CH2:2][C:1]([C:4]1[CH:9]=[C:8]([CH2:10][CH2:11][CH3:12])[CH:7]=[CH:6][N:5]=1)=[O:3] |f:1.2,3.4|. Procedure: The title compound was prepared from 2-acetyl-4-propylpyridine according to the procedure for preparing 2-bromoacetyl-4-methylpyridine hydrobromide described in step 2 of Example 31. The reactants are O=C(c1ncc[nH]1)c1ncc[nH]1, C1CCOC1, NCCNCc1cccnc1. The product is O=C1NCCN1Cc1cccnc1. Reaction SMILES: [C:12](=[O:13])([c:14]1[nH:15][cH:16][cH:17][n:18]1)[c:19]1[nH:20][cH:21][cH:22][n:23]1.[O:24]1[CH2:25][CH2:26][CH2:27][CH2:28]1.[n:1]1[cH:2][c:3]([CH2:7][NH:8][CH2:9][CH2:10][NH2:11])[cH:4][cH:5][cH:6]1>>[n:1]1[cH:2][c:3]([CH2:7][N:8]2[CH2:9][CH2:10][NH:11][C:12]2=[O:13])[cH:4][cH:5][cH:6]1. Yields the product [N+](=O)([O-])C=1C=C(C=CC1)N1C(N(C(C2=C1N=CC=C2)=O)CC(F)(F)F)=O (1-(m-nitrophenyl)-3-(2,2,2-trifluoroethyl)pyrido[2,3-d]pyrimidine-2,4(1H,3H)-dione). Reactants: [H-].[Na+] (sodium hydride), [N+](=O)([O-])C=1C=C(C=CC1)N1C(NC(C2=C1N=CC=C2)=O)=O (1-(m-nitrophenyl)pyrido[2,3-d]pyrimidine-2,4(1H,3H)-dione), C1(=CC=C(C=C1)S(=O)(=O)OCC(F)(F)F)C (2,2,2-trifluoroethyl p-toluenesulfonate), O1CCCC1 (tetrahydrofuran). Solvent: CN(C=O)C (dimethylformamide), O (water). As a reaction SMILES: [N+:1]([C:4]1[CH:5]=[C:6]([N:10]2[C:15]3[N:16]=[CH:17][CH:18]=[CH:19][C:14]=3[C:13](=[O:20])[NH:12][C:11]2=[O:21])[CH:7]=[CH:8][CH:9]=1)([O-:3])=[O:2].[H-].[Na+].C1(C)C=CC(S(O[CH2:34][C:35]([F:38])([F:37])[F:36])(=O)=O)=CC=1.O1CCCC1>CN(C)C=O.O>[N+:1]([C:4]1[CH:5]=[C:6]([N:10]2[C:15]3[N:16]=[CH:17][CH:18]=[CH:19][C:14]=3[C:13](=[O:20])[N:12]([CH2:34][C:35]([F:38])([F:37])[F:36])[C:11]2=[O:21])[CH:7]=[CH:8][CH:9]=1)([O-:3])=[O:2] |f:1.2|. Conditions: time 20 minute. Yield: 88.7%. Procedure details: 2.8 g of 1-(m-nitrophenyl)pyrido[2,3-d]pyrimidine-2,4(1H,3H)-dione was dissolved in 30 ml of dimethylformamide. To the solution was added 0.6 g of about 50 % sodium hydride and the whole was stirred for 20 minutes at room temperature, and then heated up to 90°C. To this was added dropwise a solution of 7.5 g of 2,2,2-trifluoroethyl p-toluenesulfonate and 20 ml of tetrahydrofuran and the mixture was reacted for 2 hours. After the reaction was complete, the solvent was removed from the resulting m... Reactants: C1(CCCCC1)N(C1=CC(=NC=N1)C(=O)O)CC1CC1 (6-(cyclohexyl-cyclopropylmethyl-amino)-pyrimidine-4-carboxylic acid), C1(CCCCC1)N(C1=CC(=NC=N1)C(=O)O)CC1CC1 (6-(cyclohexyl-cyclopropylmethyl-amino)-pyrimidine-4-carboxylic acid), NC1=C(C=C(C=C1)S(=O)(=O)N)C (4-amino-3-methyl-benzenesulfonamide). The solvent is CO (methanol). Product: NS(=O)(=O)C1=CC(=C(C=C1)NC(=O)C1=NC=NC(=C1)N(CC1CC1)C1CCCCC1)C (N-[4-(aminosulfonyl)-2-methylphenyl]-6-[cyclohexyl(cyclopropylmethyl)amino]pyrimidine-4-carboxamide). As a reaction SMILES: [CH:1]1([N:7]([CH2:17][CH:18]2[CH2:20][CH2:19]2)[C:8]2[N:13]=[CH:12][N:11]=[C:10]([C:14]([OH:16])=O)[CH:9]=2)[CH2:6][CH2:5][CH2:4][CH2:3][CH2:2]1.[NH2:21][C:22]1[CH:27]=[CH:26][C:25]([S:28]([NH2:31])(=[O:30])=[O:29])=[CH:24][C:23]=1[CH3:32]>CO>[NH2:31][S:28]([C:25]1[CH:26]=[CH:27][C:22]([NH:21][C:14]([C:10]2[CH:9]=[C:8]([N:7]([CH:1]3[CH2:2][CH2:3][CH2:4][CH2:5][CH2:6]3)[CH2:17][CH:18]3[CH2:20][CH2:19]3)[N:13]=[CH:12][N:11]=2)=[O:16])=[C:23]([CH3:32])[CH:24]=1)(=[O:29])=[O:30]. Procedure: Following the general method as outlined in Example 1, starting from 6-[cyclohexyl(cyclopropylmethyl)amino]pyrimidine-4-carboxylic acid (Intermediate 13) and 4-amino-3-methyl-benzenesulfonamide (Biofine), the title compound was obtained as an off-white solid after trituration in methanol. The reactants are CC(=O)O[BH-](OC(C)=O)OC(C)=O, CC(=O)O, CCOC(C)=O, CC1(C)C=C(c2c(F)cccc2N2CCNCC2)CC(C)(C)C1, [Na+], [Na+], O=CC1CCOCC1, C1CCOC1, O, O=C([O-])O. Product: CC1(C)C=C(c2c(F)cccc2N2CCN(CC3CCOCC3)CC2)CC(C)(C)C1. Reaction SMILES: [C:32]([O:33][BH-:34]([O:35][C:36](=[O:37])[CH3:38])[O:39][C:40](=[O:41])[CH3:42])(=[O:43])[CH3:44].[CH3:46][C:47](=[O:48])[OH:49].[CH3:55][CH2:56][O:57][C:58](=[O:59])[CH3:60].[F:1][c:2]1[c:3]([C:14]2=[CH:15][C:16]([CH3:22])([CH3:23])[CH2:17][C:18]([CH3:20])([CH3:21])[CH2:19]2)[c:4]([N:8]2[CH2:9][CH2:10][NH:11][CH2:12][CH2:13]2)[cH:5][cH:6][cH:7]1.[Na+:45].[Na+:50].[O:24]1[CH2:25][CH2:26][CH:27]([CH:30]=[O:31])[CH2:28][CH2:29]1.[O:62]1[CH2:63][CH2:64][CH2:65][CH2:66]1.[OH2:61].[OH:51][C:52](=[O:53])[O-:54]>>[F:1][c:2]1[c:3]([C:14]2=[CH:15][C:16]([CH3:22])([CH3:23])[CH2:17][C:18]([CH3:20])([CH3:21])[CH2:19]2)[c:4]([N:8]2[CH2:9][CH2:10][N:11]([CH2:30][CH:27]3[CH2:26][CH2:25][O:24][CH2:29][CH2:28]3)[CH2:12][CH2:13]2)[cH:5][cH:6][cH:7]1. Reactants: CSC1C(=O)Nc2c(Oc3ccc4ccccc4c3)cccc21, C1COCCO1. Product: O=C1Cc2cccc(Oc3ccc4ccccc4c3)c2N1. RXN SMILES: [O:1]=[C:2]1[NH:3][c:4]2[c:5]([O:13][c:14]3[cH:15][c:16]4[cH:17][cH:18][cH:19][cH:20][c:21]4[cH:22][cH:23]3)[cH:6][cH:7][cH:8][c:9]2[CH:10]1[S:11][CH3:12].[O:24]1[CH2:25][CH2:26][O:27][CH2:28][CH2:29]1>>[O:1]=[C:2]1[NH:3][c:4]2[c:5]([O:13][c:14]3[cH:15][c:16]4[cH:17][cH:18][cH:19][cH:20][c:21]4[cH:22][cH:23]3)[cH:6][cH:7][cH:8][c:9]2[CH2:10]1.